From a dataset of the Open Reaction Database (ORD), a public repository of structured organic reaction records. describe an organic reaction: reactants, conditions, products, and yield The reactants are C(C)(=O)[O-].[Na+] (sodium acetate), Br.Br.C(CC)N1CCNCC1 (N-propylpiperazine dihydrobromide), C(=O)(OC(C)(C)C)N1CCC(CC1)=O (Boc-4-piperidon), C(#N)[BH3-].[Na+] (sodium cyanoborohydride). Solvent: CO (methanol). Reaction conditions: temperature 0 celsius, time 16 hour. Product: C(C)(C)(C)OC(=O)N1CCC(CC1)N1CCN(CC1)CCC (4-(4-Propyl-piperazine-1-yl)-piperidine-1-carboxylic acid-tert-butylester). Yield: 56.0%. As a reaction SMILES: C([O-])(=O)C.[Na+].Br.Br.[CH2:8]([N:11]1[CH2:16][CH2:15][NH:14][CH2:13][CH2:12]1)[CH2:9][CH3:10].[C:17]([N:24]1[CH2:29][CH2:28][C:27](=O)[CH2:26][CH2:25]1)([O:19][C:20]([CH3:23])([CH3:22])[CH3:21])=[O:18].C([BH3-])#N.[Na+]>CO>[C:20]([O:19][C:17]([N:24]1[CH2:29][CH2:28][CH:27]([N:14]2[CH2:15][CH2:16][N:11]([CH2:8][CH2:9][CH3:10])[CH2:12][CH2:13]2)[CH2:26][CH2:25]1)=[O:18])([CH3:23])([CH3:22])[CH3:21] |f:0.1,2.3.4,6.7|. Procedure: 42 g (0.50 mol) sodium acetate were added in portions to 73 g (0.25 mol) N-propylpiperazine dihydrobromide in 1 l methanol at 40° C. Subsequently, this was cooled to 0° C. and 50 g (0.25 mol) Boc-4-piperidon and 16 g (0.25 mol) sodium cyanoborohydride, in portions, were added, one after the other. Everything was then stirred at room temperature for 16 h. The reaction mixture was concentrated in a vacuum and then distributed between ethyl acetate and 1M NaOH. The organic phase was separated, wash... Reactants: BrC=1C(=C(C=2N(C1)N=C(N2)NC(C)=O)C2=CC(=CC=C2)C(F)(F)F)C (N-[6-bromo-7-methyl-8-(3-trifluoromethyl-phenyl)-[1,2,4]triazolo[1,5-a]pyridin-2-yl]-acetamide), Cl.NO (hydroxylamine hydrochloride), F[B-](F)(F)F.C(C)(C)(C)[PH+](C(C)(C)C)C(C)(C)C (tri-tert-butylphosphonium tetrafluoroborate), N12CCCCCC2=NCCC1 (1,8-diazabicyclo[5.4.0]undec-7-ene), C(C)(C)N(C(C)C)CC (N,N-diisopropylethylamine). The reagents and catalysts are CC1=CC=CC=C1P(C2=CC=CC=C2C)C3=CC=CC=C3[CH2-].CC1=CC=CC=C1P(C2=CC=CC=C2C)C3=CC=CC=C3[CH2-].CC(=O)O.CC(=O)O.[Pd].[Pd] (trans-bis(acetato)bis[o-(di-o-tolylphosphino)benzyl]dipalladium(II)), [C-]#[O+].[C-]#[O+].[C-]#[O+].[C-]#[O+].[C-]#[O+].[C-]#[O+].[Mo] (molybdenum hexacarbonyl). The solvent is O1CCOCC1 (dioxane). Reaction conditions: temperature 150 celsius. Product: C(C)(=O)NC1=NN2C(C(=C(C(=C2)C(=O)N)C)C2=CC(=CC=C2)C(F)(F)F)=N1 (2-Acetylamino-7-methyl-8-(3-trifluoromethyl-phenyl)-[1,2,4]triazolo[1,5-a]pyridine-6-carboxylic acid amide). Isolated yield 34.8%. RXN SMILES: Br[C:2]1[C:3]([CH3:25])=[C:4]([C:15]2[CH:20]=[CH:19][CH:18]=[C:17]([C:21]([F:24])([F:23])[F:22])[CH:16]=2)[C:5]2[N:6]([N:8]=[C:9]([NH:11][C:12](=[O:14])[CH3:13])[N:10]=2)[CH:7]=1.Cl.N[OH:28].F[B-](F)(F)F.C([PH+](C(C)(C)C)C(C)(C)C)(C)(C)C.[N:47]12[CH2:57]CCN=C1CCCCC2.C(N(CC)C(C)C)(C)C>O1CCOCC1.CC1C(P(C2C([CH2-])=CC=CC=2)C2C(C)=CC=CC=2)=CC=CC=1.CC1C(P(C2C([CH2-])=CC=CC=2)C2C(C)=CC=CC=2)=CC=CC=1.CC(O)=O.CC(O)=O.[Pd].[Pd].[C-]#[O+].[C-]#[O+].[C-]#[O+].[C-]#[O+].[C-]#[O+].[C-]#[O+].[Mo]>[C:12]([NH:11][C:9]1[N:10]=[C:5]2[C:4]([C:15]3[CH:20]=[CH:19][CH:18]=[C:17]([C:21]([F:24])([F:23])[F:22])[CH:16]=3)=[C:3]([CH3:25])[C:2]([C:57]([NH2:47])=[O:28])=[CH:7][N:6]2[N:8]=1)(=[O:14])[CH3:13] |f:1.2,3.4,8.9.10.11.12.13,14.15.16.17.18.19.20|. Procedure details: A mixture of N-[6-bromo-7-methyl-8-(3-trifluoromethyl-phenyl)-[1,2,4]triazolo[1,5-a]pyridin-2-yl]-acetamide (Int. 18, 330 mg, 0.80 mmol), hydroxylamine hydrochloride (112 mg, 1.60 mmol), trans-bis(acetato)bis[o-(di-o-tolylphosphino)benzyl]dipalladium(II) (38 mg, 0.04 mmol), tri-tert-butylphosphonium tetrafluoroborate, (22 mg, 0.08 mmol), 1,8-diazabicyclo[5.4.0]undec-7-ene (0.12 mL, 0.80 mmol), N,N-diisopropylethylamine, (0.28 mL, 1.60 mmol) and molybdenum hexacarbonyl (106 mg, 0.40 mmol) in diox... The reactants are ClC=1C=C2C(=CNC2=CC1)CN1N=C2N(C(N(C(C2=C1C1=CC(=CN1C)C(=O)O)=O)C)=O)CC(C)C (5-{2-[(5-chloro-1H-indol-3-yl)methyl]-7-isobutyl-5-methyl-4,6-dioxo-4,5,6,7-tetrahydro-2H-pyrazolo[3,4-d]pyrimidin-3-yl}-1-methyl-1H-pyrrole-3-carboxylic acid), N1(CCOCC1)CCN (2-morpholin-4-ylethanamine), C(#N)P(OCC)(OCC)=O (diethyl cyanophosphonate). Reported procedure: This compound was synthesized by the reaction of 5-{2-[(5-chloro-1H-indol-3-yl)methyl]-7-isobutyl-5-methyl-4,6-dioxo-4,5,6,7-tetrahydro-2H-pyrazolo[3,4-d]pyrimidin-3-yl}-1-methyl-1H-pyrrole-3-carboxylic acid and 2-morpholin-4-ylethanamine using diethyl cyanophosphonate as a coupling reagent. Mass: 621.20 (M+H). The product is ClC=1C=C2C(=CNC2=CC1)CN1N=C2N(C(N(C(C2=C1C1=CC(=CN1C)C(=O)NCCN1CCOCC1)=O)C)=O)CC(C)C (5-{2-[(5-chloro-1H-indol-3-yl)methyl]-7-isobutyl-5-methyl-4,6-dioxo-4,5,6,7-tetrahydro-2H-pyrazolo[3,4-d]pyrimidin-3-yl}-1-methyl-N-(2-morpholin-4-ylethyl)-1H-pyrrole-3-carboxamide). As a reaction SMILES: [Cl:1][C:2]1[CH:3]=[C:4]2[C:8](=[CH:9][CH:10]=1)[NH:7][CH:6]=[C:5]2[CH2:11][N:12]1[C:20]([C:21]2[N:25]([CH3:26])[CH:24]=[C:23]([C:27](O)=[O:28])[CH:22]=2)=[C:19]2[C:14]([N:15]([CH2:33][CH:34]([CH3:36])[CH3:35])[C:16](=[O:32])[N:17]([CH3:31])[C:18]2=[O:30])=[N:13]1.[N:37]1([CH2:43][CH2:44][NH2:45])[CH2:42][CH2:41][O:40][CH2:39][CH2:38]1.C(P(=O)(OCC)OCC)#N>>[Cl:1][C:2]1[CH:3]=[C:4]2[C:8](=[CH:9][CH:10]=1)[NH:7][CH:6]=[C:5]2[CH2:11][N:12]1[C:20]([C:21]2[N:25]([CH3:26])[CH:24]=[C:23]([C:27]([NH:45][CH2:44][CH2:43][N:37]3[CH2:42][CH2:41][O:40][CH2:39][CH2:38]3)=[O:28])[CH:22]=2)=[C:19]2[C:14]([N:15]([CH2:33][CH:34]([CH3:35])[CH3:36])[C:16](=[O:32])[N:17]([CH3:31])[C:18]2=[O:30])=[N:13]1. Procedure: 601 mg of 8-methoxy-7-(3-methyl-2-butenyl)-3,4-dihydro-2H-benz[f][1,4]oxazepin-5-one was dissolved in 15 ml of N,N-dimethylformamide. Thereafter, 120 mg of sodium hydride was added to the reaction solution. Ten minutes later, 215 μl of methyl iodide was added to the reaction solution, and the obtained mixture was then stirred at room temperature. After completion of the reaction, a saturated ammonium chloride aqueous solution and ethyl acetate were added to the reaction solution, so as to separa... Reactants: [Cl-].[NH4+] (ammonium chloride), COC1=CC2=C(C(NCCO2)=O)C=C1CC=C(C)C (8-methoxy-7-(3-methyl-2-butenyl)-3,4-dihydro-2H-benz[f][1,4]oxazepin-5-one), CI (methyl iodide), [H-].[Na+] (sodium hydride). The solvent is C(C)(=O)OCC (ethyl acetate), CN(C=O)C (N,N-dimethylformamide). RXN SMILES: [CH3:1][O:2][C:3]1[C:14]([CH2:15][CH:16]=[C:17]([CH3:19])[CH3:18])=[CH:13][C:6]2[C:7](=[O:12])[NH:8][CH2:9][CH2:10][O:11][C:5]=2[CH:4]=1.[H-].[Na+].[CH3:22]I.[Cl-].[NH4+]>CN(C)C=O.C(OCC)(=O)C>[CH3:1][O:2][C:3]1[C:14]([CH2:15][CH:16]=[C:17]([CH3:19])[CH3:18])=[CH:13][C:6]2[C:7](=[O:12])[N:8]([CH3:22])[CH2:9][CH2:10][O:11][C:5]=2[CH:4]=1 |f:1.2,4.5|. The product is COC1=CC2=C(C(N(CCO2)C)=O)C=C1CC=C(C)C (8-Methoxy-4-methyl-7-(3-methyl-2-butenyl)-3,4-dihydro-2H-benz[f][1,4]oxazepin-5-one). The product is C(CC)C=1C=C(N)C=CC1 (3-propylaniline). Reagents/catalysts: [Pd] (palladium on carbon). The solvent is C(C)(=O)OCC (ethyl acetate). Isolated yield 99.5%. Reactants: C(C=C)C=1C=C(C=CC1)[N+](=O)[O-] (3-(2-propenyl)-nitrobenzene), 2d, AR--CH, ArH. Procedure: To a suspension of ethyltriphenylphosphonium bromide (22 g) in tetrahydrofuran (150 ml) at -78° C. was added dropwise a solution of n-butyllithium in hexane (59.3 mmol). The mixture was left to warm to room temperature over 30 minutes, then cooled to -78° C. and a solution of 3-nitrobenzaldehyde (7.5 g) in tetrahydrofuran (50 ml) was added dropwise. The reaction was left to warm to room temperature over 1 hour, poured into 2M hydrochloric acid (100 ml) and ethyl acetate (100 ml). The separated a... Run at time 2 hour. Reaction SMILES: [CH2:1]([C:4]1[CH:5]=[C:6]([N+:10]([O-])=O)[CH:7]=[CH:8][CH:9]=1)[CH:2]=[CH2:3]>C(OCC)(=O)C.[Pd]>[CH2:1]([C:4]1[CH:5]=[C:6]([CH:7]=[CH:8][CH:9]=1)[NH2:10])[CH2:2][CH3:3]. Starting materials: CC1(C)CC1C(=O)NC(=CCCCCCBr)C(=O)O, C[O-], CO, [Na+]. The product is COCCCCCC=C(NC(=O)C1CC1(C)C)C(=O)O. RXN SMILES: [Br:4][CH2:5][CH2:6][CH2:7][CH2:8][CH2:9][CH:10]=[C:11]([C:12](=[O:13])[OH:14])[NH:15][C:16](=[O:17])[CH:18]1[C:19]([CH3:21])([CH3:22])[CH2:20]1.[CH3:1][O-:2].[CH3:23][OH:24].[Na+:3]>>[CH3:1][O:2][CH2:5][CH2:6][CH2:7][CH2:8][CH2:9][CH:10]=[C:11]([C:12](=[O:13])[OH:14])[NH:15][C:16](=[O:17])[CH:18]1[C:19]([CH3:21])([CH3:22])[CH2:20]1. Starting materials: [N+](=O)([O-])C1=CC(=C(OCC(=O)OCC)C=C1)NC(C1=CC=C(C=C1)OCCCCC1=CC=CC=C1)=O (ethyl 4-nitro-2-[p-(4-phenylbutoxy)benzamido]phenoxyacetate). The reagents and catalysts are [C].[Pd] (palladium-carbon). The solvent is C(C)O.O1CCCC1 (ethanol tetrahydrofuran). Yields the product NC1=CC(=C(OCC(=O)OCC)C=C1)NC(C1=CC=C(C=C1)OCCCCC1=CC=CC=C1)=O (ethyl 4-amino-2-[p-(4-phenylbutoxy)benzamido]phenoxyacetate). The yield is 65.2%. Reaction SMILES: [N+:1]([C:4]1[CH:16]=[CH:15][C:7]([O:8][CH2:9][C:10]([O:12][CH2:13][CH3:14])=[O:11])=[C:6]([NH:17][C:18](=[O:36])[C:19]2[CH:24]=[CH:23][C:22]([O:25][CH2:26][CH2:27][CH2:28][CH2:29][C:30]3[CH:35]=[CH:34][CH:33]=[CH:32][CH:31]=3)=[CH:21][CH:20]=2)[CH:5]=1)([O-])=O>C(O)C.O1CCCC1.[C].[Pd]>[NH2:1][C:4]1[CH:16]=[CH:15][C:7]([O:8][CH2:9][C:10]([O:12][CH2:13][CH3:14])=[O:11])=[C:6]([NH:17][C:18](=[O:36])[C:19]2[CH:24]=[CH:23][C:22]([O:25][CH2:26][CH2:27][CH2:28][CH2:29][C:30]3[CH:31]=[CH:32][CH:33]=[CH:34][CH:35]=3)=[CH:21][CH:20]=2)[CH:5]=1 |f:1.2,3.4|. Reported procedure: To a mixture of 2.81 g of ethyl 4-nitro-2-[p-(4-phenylbutoxy)benzamido]phenoxyacetate obtained in Example 26 in 50 ml of ethanol-tetrahydrofuran (1:1) was added 0.5 g of 10% palladium-carbon. Catalytic reduction was performed at room temperature under normal pressure until absorption of hydrogen was discontinued. The catalyst was filtered off and the filtrate was concentrated under reduced pressure. The obtained crystals were washed with isopropyl alcohol to obtain 1.72 g of ethyl 4-amino-2-[p-(... The reactants are C(C)OP(=O)(OCC)CC1=NN=C2N1C1=CC=C(C=C1NC2=O)C(F)(F)F (1-[(diethoxyphosphoryl)methyl]-7-trifluoromethyl[1,2,4]triazolo[4,3-a]quinoxalin-4(5H)-one). The solvent is C(C)O (ethanol), [OH-].[Na+] (sodium hydroxide). Yields the product C(C)OP(=O)(O)CC1=NN=C2N1C1=CC=C(C=C1NC2=O)C(F)(F)F (1-[(Ethoxyhydroxyphosphoryl)methyl]-7-trifluoromethyl[1,2,4]triazolo[4,3-a]quinoxalin-4(5H)-one). Isolated yield 64.4%. As a reaction SMILES: [CH2:1]([O:3][P:4]([CH2:9][C:10]1[N:14]2[C:15]3[C:20]([NH:21][C:22](=[O:23])[C:13]2=[N:12][N:11]=1)=[CH:19][C:18]([C:24]([F:27])([F:26])[F:25])=[CH:17][CH:16]=3)([O:6]CC)=[O:5])[CH3:2]>C(O)C.[OH-].[Na+]>[CH2:1]([O:3][P:4]([CH2:9][C:10]1[N:14]2[C:15]3[C:20]([NH:21][C:22](=[O:23])[C:13]2=[N:12][N:11]=1)=[CH:19][C:18]([C:24]([F:26])([F:27])[F:25])=[CH:17][CH:16]=3)([OH:6])=[O:5])[CH3:2] |f:2.3|. Procedure details: A solution of 1-[(diethoxyphosphoryl)methyl]-7-trifluoromethyl[1,2,4]triazolo[4,3-a]quinoxalin-4(5H)-one (750 mg, 1.85 mmol) in 20 ml of ethanol and 20 ml of 10% sodium hydroxide was stirred at room temperature for 1 h. The solvent was removed under reduced pressure, and the residue was dissolved in water and applied to an ion-exchange column (Amberlite IR-120, H+ -form) prewashed with 4M hydrochloric acid followed by deionized water. Elution with deionized water gave an acidic eluate, which was... Starting materials: OB(O)c1cc(Br)cnc1F, COc1cc(I)c(N)cn1, CC#N, [F-], [K+], O. Product: COc1cc(-c2cc(Br)cnc2F)c(N)cn1. As a reaction SMILES: [Br:11][c:12]1[cH:13][c:14]([B:19]([OH:20])[OH:21])[c:15]([F:18])[n:16][cH:17]1.[CH3:1][O:2][c:3]1[cH:4][c:5]([I:10])[c:6]([NH2:9])[cH:7][n:8]1.[CH3:24][C:25]#[N:26].[F-:22].[K+:23].[OH2:27]>>[CH3:1][O:2][c:3]1[cH:4][c:5](-[c:14]2[cH:13][c:12]([Br:11])[cH:17][n:16][c:15]2[F:18])[c:6]([NH2:9])[cH:7][n:8]1.